describe an organic reaction: reactants, conditions, products, and yield From a dataset of the Open Reaction Database (ORD), a public repository of structured organic reaction records. Starting materials: CCOc1ccc(Oc2ncnc3c2cnn3C2CCN(C(=O)OC(C)(C)C)CC2)c(F)c1, ClCCl, O=C(O)C(F)(F)F. The product is O=C(O)C(F)(F)F, CCOc1ccc(Oc2ncnc3c2cnn3C2CCNCC2)c(F)c1. As a reaction SMILES: [C:1]([O:2][C:3](=[O:4])[N:8]1[CH2:9][CH2:10][CH:11]([n:14]2[n:15][cH:16][c:17]3[c:18]2[n:19][cH:20][n:21][c:22]3[O:23][c:24]2[c:25]([F:33])[cH:26][c:27]([O:30][CH2:31][CH3:32])[cH:28][cH:29]2)[CH2:12][CH2:13]1)([CH3:5])([CH3:6])[CH3:7].[Cl:34][CH2:35][Cl:36].[F:37][C:38]([C:39](=[O:40])[OH:41])([F:42])[F:43]>>[F:37][C:38]([C:39](=[O:40])[OH:41])([F:42])[F:43].[NH:8]1[CH2:9][CH2:10][CH:11]([n:14]2[n:15][cH:16][c:17]3[c:18]2[n:19][cH:20][n:21][c:22]3[O:23][c:24]2[c:25]([F:33])[cH:26][c:27]([O:30][CH2:31][CH3:32])[cH:28][cH:29]2)[CH2:12][CH2:13]1. The reactants are C(Cl)(Cl)Cl (chloroform), Cl (hydrochloric acid), ClC1=C(C(=O)C2=CC=CC=C2)C=CC(=C1)[N+](=O)[O-] (2-chloro-4-nitrobenzophenone), [OH-].[NH4+] (ammonium hydroxide). Reagents/catalysts: [Fe] (iron). Run in C(C)O (ethanol), O (water). Yields the product NC1=CC(=C(C(=O)C2=CC=CC=C2)C=C1)Cl (4-amino-2-chlorobenzophenone). The yield is 69.0%. Reaction SMILES: [Cl:1][C:2]1[CH:15]=[C:14]([N+:16]([O-])=O)[CH:13]=[CH:12][C:3]=1[C:4]([C:6]1[CH:11]=[CH:10][CH:9]=[CH:8][CH:7]=1)=[O:5].Cl.[OH-].[NH4+].C(Cl)(Cl)Cl>C(O)C.O.[Fe]>[NH2:16][C:14]1[CH:13]=[CH:12][C:3]([C:4]([C:6]2[CH:11]=[CH:10][CH:9]=[CH:8][CH:7]=2)=[O:5])=[C:2]([Cl:1])[CH:15]=1 |f:2.3|. Procedure details: To a solution of 2-chloro-4-nitrobenzophenone (27 grams, 0.103 mole) in hot ethanol (400 ml.) and water (200 ml.) was added iron (30 grams), followed by concentrated hydrochloric acid (25 ml.) dropwise and with stirring. After the addition, the reaction mixture was stirred at reflux during 1.5 hours, cooled, then made alkaline with ammonium hydroxide and chloroform extracted. After drying the chloroform layer (anhydrous MgSO4) and filtering, the solution was evaporated to an orange solid, meltin... Reactants: C(C)OC(C(=O)O)CC1=CC=C(C2=C1SC=C2)OCCC=2N=C(OC2C)C2=C(C=C(C=C2)F)OCC ([rac]-2-ethoxy-3-(4-{2-[2-(2-ethoxy-4-fluoro-phenyl)-5-methyl-oxazol-4-yl]-ethoxy-}-benzo[b]thiophen-7-yl)-propionic acid), C1(=CC=CC=C1)P(C1=CC=CC=C1)C1=CC=CC=C1 (triphenylphosphine), N(=NC(=O)OCC)C(=O)OCC (DEAD), COC(C(CC1=CC=C(C2=CC=CC=C12)O)OC)=O ([rac]-3-(4-hydroxy-naphthalen-1-yl)-2-methoxy-propionic acid methyl ester). The product is COC(C(CC1=CC=C(C2=CC=CC=C12)OCCC=1N=C(OC1C)C1=C(C=C(C=C1)F)OCC)OC)=O ([rac]-3-(4-{2-[2-(2-ethoxy-4-fluoro-phenyl)-5-methyl-oxazol-4-yl]-ethoxy}-naphthalen-1-yl)-2-methoxy-propionic acid methyl ester). Reaction SMILES: [CH3:1][O:2][C:3](=[O:19])[CH:4]([O:17][CH3:18])[CH2:5][C:6]1[C:15]2[C:10](=[CH:11][CH:12]=[CH:13][CH:14]=2)[C:9]([OH:16])=[CH:8][CH:7]=1.C(OC(CC1C2SC=CC=2C(O[CH2:38][CH2:39][C:40]2[N:41]=[C:42]([C:46]3[CH:51]=[CH:50][C:49]([F:52])=[CH:48][C:47]=3[O:53][CH2:54][CH3:55])[O:43][C:44]=2[CH3:45])=CC=1)C(O)=O)C.C1(P(C2C=CC=CC=2)C2C=CC=CC=2)C=CC=CC=1.N(C(OCC)=O)=NC(OCC)=O>>[CH3:1][O:2][C:3](=[O:19])[CH:4]([O:17][CH3:18])[CH2:5][C:6]1[C:15]2[C:10](=[CH:11][CH:12]=[CH:13][CH:14]=2)[C:9]([O:16][CH2:38][CH2:39][C:40]2[N:41]=[C:42]([C:46]3[CH:51]=[CH:50][C:49]([F:52])=[CH:48][C:47]=3[O:53][CH2:54][CH3:55])[O:43][C:44]=2[CH3:45])=[CH:8][CH:7]=1. Procedure details: In analogy to the procedure described in example 17 a], [rac]-3-(4-hydroxy-naphthalen-1-yl)-2-methoxy-propionic acid methyl ester was reacted with 2-[2-(2-ethoxy-4-fluoro-phenyl)-5-methyl-oxazol-4-yl]-ethanol (example 95) in the presence of triphenylphosphine and DEAD (diethyl azodicarboxylate) to yield [rac]-3-(4-{2-[2-(2-ethoxy-4-fluoro-phenyl)-5-methyl-oxazol-4-yl]-ethoxy}-naphthalen-1-yl)-2-methoxy-propionic acid methyl ester, which was further saponified in analogy to the procedure describe... Starting materials: C(C)OC=1C=C(C=O)C=CC1OC (3-ethoxy-4-methoxybenzaldehyde), [N+](=O)(O)[O-] (nitric acid). Solvent: C(C)OCC (diethyl ether). Product: C(C)OC=1C=C(C=O)C=C(C1OC)[N+](=O)[O-] (3-Ethoxy-4-methoxy-5-nitro benzaldehyde). The yield is 78.0%. As a reaction SMILES: [CH2:1]([O:3][C:4]1[CH:5]=[C:6]([CH:9]=[CH:10][C:11]=1[O:12][CH3:13])[CH:7]=[O:8])[CH3:2].[N+:14]([O-])([OH:16])=[O:15]>C(OCC)C>[CH2:1]([O:3][C:4]1[CH:5]=[C:6]([CH:9]=[C:10]([N+:14]([O-:16])=[O:15])[C:11]=1[O:12][CH3:13])[CH:7]=[O:8])[CH3:2]. Procedure: To a solution of 3-ethoxy-4-methoxybenzaldehyde (6.0 g, 33.3 mmol, 1.0 equiv) in diethyl ether (50 mL) was added dropwise nitric acid 65% (4.12 mL, 5.81 g, 59.9 mmol, 1.8 equiv) over a period of 30 min at rt. After the addition was completed the reaction mixture was heated to reflux for 4 h. The reaction product precipitated out of solution, was filtered off, washed with cold diethyl ether (3×20 mL) and dried yielding 5.85 g (78%) of the title compound. 1H NMR (300 MHz, CDCl3): δ 1.53 (t, J=7.0 ... The reactants are C1(=CC=CC=C1)NN (phenylhydrazine), formula 3, COC(CC1(C(CCCCC1)=O)C)=O (1-methyl-2-oxocycloheptaneacetic acid methyl ester), S(O)(O)(=O)=O (sulfuric acid), Cl.C1(=CC=CC=C1)NN (phenylhydrazine hydrochloride). The solvent is O (water), C(C)O (ethanol), C1=CC=CC=C1 (benzene). Reaction conditions: temperature 150 celsius. Product: COC(CC1(CCCCC2=C1NC1=CC=CC=C21)C)=O (6-Methyl-5,6,7,8,9,10-hexahydrocyclohept[b]indole-6-acetic acid methyl ester). RXN SMILES: [CH3:1][O:2][C:3](=[O:14])[CH2:4][C:5]1([CH3:13])[CH2:11][CH2:10][CH2:9][CH2:8][CH2:7][C:6]1=O.Cl.[C:16]1([NH:22]N)[CH:21]=[CH:20][CH:19]=[CH:18][CH:17]=1.C1(NN)C=CC=CC=1.S(=O)(=O)(O)O>C1C=CC=CC=1.O.C(O)C>[CH3:1][O:2][C:3](=[O:14])[CH2:4][C:5]1([CH3:13])[C:6]2[NH:22][C:16]3[C:21]([C:7]=2[CH2:8][CH2:9][CH2:10][CH2:11]1)=[CH:20][CH:19]=[CH:18][CH:17]=3 |f:1.2|. Procedure: A mixture of the compound of formula 3, 1-methyl-2-oxocycloheptaneacetic acid methyl ester (16 g, 0.08 mole), described in Example 10, phenylhydrazine hydrochloride (12 g, 0.08 mole), phenylhydrazine (8 g, 0.07 mole) and anhydrous ethanol (100 ml) is heated at reflux for 20 hr. After cooling, water is added and the reaction mixture is extracted with benzene (2X). Evaporation to dryness of the organic layer affords a residue. The residue is heated with a 20% sulfuric acid solution (230 ml) at ref... Starting materials: C(C=1C(N)=CC=CC1)(=O)N (anthranilamide), C(C)(=O)O (acetic acid). Product: CC1=NC2=CC=CC=C2C(N1)=O (2-Methyl-4-oxo-3,4-dihydroquinazoline). Reaction SMILES: [C:1]([NH2:10])(=[O:9])[C:2]1[C:3](=[CH:5][CH:6]=[CH:7][CH:8]=1)[NH2:4].[C:11](O)(=O)[CH3:12]>>[CH3:11][C:12]1[NH:10][C:1](=[O:9])[C:2]2[C:3](=[CH:5][CH:6]=[CH:7][CH:8]=2)[N:4]=1. Procedure details: A solution of anthranilamide (13.6 g; 100 mmol) in acetic acid (100 ml) was refluxed for 60 h. The reaction mixture was evaporated to dryness, suspended in H2O, filtered and washed thoroughly with NaHCO3 until the filtrate had a pH of 8-8.5. Starting materials: NC1=C(C(=O)OC(C)(C)C)C=C(C=C1)C (tert-butyl 2-amino-5-methylbenzoate), BrC1=NC=C(C=C1)I (2-bromo-5-iodopyridine), C=1C=CC(=CC1)P(C=2C=CC=CC2)C3=CC=C4C=CC=CC4=C3C5=C6C=CC=CC6=CC=C5P(C=7C=CC=CC7)C=8C=CC=CC8 (BINAP), CC(C)(C)[O-].[Na+] (NaOtBu). The reagents and catalysts are C=1C=CC(=CC1)/C=C/C(=O)/C=C/C2=CC=CC=C2.C=1C=CC(=CC1)/C=C/C(=O)/C=C/C2=CC=CC=C2.C=1C=CC(=CC1)/C=C/C(=O)/C=C/C2=CC=CC=C2.[Pd].[Pd] (Pd2(dba)3). Run in C(C)(=O)OCC (ethyl acetate), O (Water), C1(=CC=CC=C1)C (toluene). Conditions: temperature 120 celsius. Yields the product BrC1=CC=C(C=N1)NC1=C(C(=O)OC(C)(C)C)C=C(C=C1)C (tert-Butyl 2-(6-bromopyridin-3-ylamino)-5-methylbenzoate). The yield is 40.2%. Reaction SMILES: [NH2:1][C:2]1[CH:14]=[CH:13][C:12]([CH3:15])=[CH:11][C:3]=1[C:4]([O:6][C:7]([CH3:10])([CH3:9])[CH3:8])=[O:5].[Br:16][C:17]1[CH:22]=[CH:21][C:20](I)=[CH:19][N:18]=1.C1C=CC(P(C2C(C3C(P(C4C=CC=CC=4)C4C=CC=CC=4)=CC=C4C=3C=CC=C4)=C3C(C=CC=C3)=CC=2)C2C=CC=CC=2)=CC=1.CC([O-])(C)C.[Na+]>C1(C)C=CC=CC=1.C1C=CC(/C=C/C(/C=C/C2C=CC=CC=2)=O)=CC=1.C1C=CC(/C=C/C(/C=C/C2C=CC=CC=2)=O)=CC=1.C1C=CC(/C=C/C(/C=C/C2C=CC=CC=2)=O)=CC=1.[Pd].[Pd].C(OCC)(=O)C.O>[Br:16][C:17]1[N:18]=[CH:19][C:20]([NH:1][C:2]2[CH:14]=[CH:13][C:12]([CH3:15])=[CH:11][C:3]=2[C:4]([O:6][C:7]([CH3:10])([CH3:9])[CH3:8])=[O:5])=[CH:21][CH:22]=1 |f:3.4,6.7.8.9.10|. Procedure details: In a schlenck tube, a mixture of tert-butyl 2-amino-5-methylbenzoate (2.89 mmol, 0.600 g), 2-bromo-5-iodopyridine (2.89 mmol, 0.822 g), BINAP (0.29 mmol, 0.096 g), Pd2(dba)3 (0.14 mmol, 0.132 g) and NaOtBu (5.79 mmol, 0.556 g) in toluene (15 ml) was heated at 120° C. for 3 hours. Water and ethyl acetate were added to the reaction crude. The aqueous phase was extracted again with more ethyl acetate. The organic phase was washed with water and brine, dried, filtered and concentrated in vacuo. The ...